From a dataset of the Open Reaction Database (ORD), a public repository of structured organic reaction records. describe an organic reaction: reactants, conditions, products, and yield The reactants are N1=CC=CC=C1 (pyridine), CC(CO)(\C=C/C\C=C/CCCCC)C ((Z,Z)-2,2-dimethyl-3,6-dodecadien-1-ol), C(=O)(O)[O-].[Na+] (NaHCO3). Reagents/catalysts: [O-2].[O-2].[O-2].[Cr+6] (chromium trioxide). Run in ClCCl (dichloromethane), ClCCl (dichloromethane). Reaction conditions: time 12 hour. The product is CC(C=O)(\C=C/C\C=C/CCCCC)C ((Z,Z)-2,2-dimethyl-3,6-dodecadienal). Yield: 56.7%. As a reaction SMILES: N1C=CC=CC=1.[CH3:7][C:8]([CH3:21])(/[CH:11]=[CH:12]\[CH2:13]/[CH:14]=[CH:15]\[CH2:16][CH2:17][CH2:18][CH2:19][CH3:20])[CH2:9][OH:10].C([O-])(O)=O.[Na+]>ClCCl.[O-2].[O-2].[O-2].[Cr+6]>[CH3:7][C:8]([CH3:21])(/[CH:11]=[CH:12]\[CH2:13]/[CH:14]=[CH:15]\[CH2:16][CH2:17][CH2:18][CH2:19][CH3:20])[CH:9]=[O:10] |f:2.3,5.6.7.8|. Reported procedure: To a cooled solution of 2.25 g (27 mmoles) of pyridine in 30 ml of dichloromethane was added 1.38 g (13.8 mmoles) of chromium trioxide in portions. A solution of 0.345 g (1.65 mmoles) of (Z,Z)-2,2-dimethyl-3,6-dodecadien-1-ol in 5 ml of dichloromethane was slowly added to the stirred suspension at room temperature. After stirring at room temperature for 12 hours, the mixture was poured into 10% aqueous NaHCO3 solution and the product was extracted with ether. The ether extract was washed with br... Starting materials: [Ag+2], O=C([O-])[O-], CCOC(=O)c1c(C)nc(Br)n1CC(=O)Nc1c(C)cc(C)cc1C, O=S1(=O)CCCC1. Yields the product CCOC(=O)c1c(C)nc2n1CC(=O)N2c1c(C)cc(C)cc1C. RXN SMILES: [Ag+2:37].[C:33](=[O:34])([O-:35])[O-:36].[CH2:1]([CH3:2])[O:3][C:4](=[O:5])[c:6]1[n:7]([CH2:13][C:14]([NH:15][c:16]2[c:17]([CH3:24])[cH:18][c:19]([CH3:23])[cH:20][c:21]2[CH3:22])=[O:25])[c:8]([Br:12])[n:9][c:10]1[CH3:11].[S:26]1(=[O:31])(=[O:32])[CH2:27][CH2:28][CH2:29][CH2:30]1>>[CH2:1]([CH3:2])[O:3][C:4](=[O:5])[c:6]1[n:7]2[c:8]([n:9][c:10]1[CH3:11])[N:15]([c:16]1[c:17]([CH3:24])[cH:18][c:19]([CH3:23])[cH:20][c:21]1[CH3:22])[C:14](=[O:25])[CH2:13]2. Yields the product C1(=CC=CC=C1)C(C)=NNC(C1=NC(=CC(=C1)OC)OC1=CC(=CC=C1)C(F)(F)F)=O (4-methoxy-6-[3-(trifluoromethyl)phenoxy] picolinic acid, (1-phenylethylidene) hydrazide). Reported procedure: 4-methoxy-6-[3-(trifluoromethyl)phenoxy] picolinic acid hydrazide (0.30 g, 0.00092 mol) was mixed with acetophenone (0.11 ml, 0.00092×1.0 mol) and p-toluene sulfonic acid monohydrate (0.06 g, 0.00092×0.34 mol), and further with. benzene (about 20 ml). The obtained mixture was refluxed for about 3 hours so as to pass through a molecular sieve 4A. The obtained reaction solution was distributed in ethyl acetate-water, and the organic phase separated from the solution was washed with saturated brine... As a reaction SMILES: [CH3:1][O:2][C:3]1[CH:8]=[C:7]([O:9][C:10]2[CH:15]=[CH:14][CH:13]=[C:12]([C:16]([F:19])([F:18])[F:17])[CH:11]=2)[N:6]=[C:5]([C:20]([NH:22][NH2:23])=[O:21])[CH:4]=1.[C:24]([C:27]1[CH:32]=[CH:31][CH:30]=[CH:29][CH:28]=1)(=O)[CH3:25].O.C1(C)C=CC(S(O)(=O)=O)=CC=1.C1C=CC=CC=1>C(OCC)(=O)C.O>[C:27]1([C:24](=[N:23][NH:22][C:20](=[O:21])[C:5]2[CH:4]=[C:3]([O:2][CH3:1])[CH:8]=[C:7]([O:9][C:10]3[CH:15]=[CH:14][CH:13]=[C:12]([C:16]([F:17])([F:18])[F:19])[CH:11]=3)[N:6]=2)[CH3:25])[CH:32]=[CH:31][CH:30]=[CH:29][CH:28]=1 |f:2.3,5.6|. The solvent is C(C)(=O)OCC.O (ethyl acetate water). Starting materials: COC1=CC(=NC(=C1)OC1=CC(=CC=C1)C(F)(F)F)C(=O)NN (4-methoxy-6-[3-(trifluoromethyl)phenoxy] picolinic acid hydrazide), C(C)(=O)C1=CC=CC=C1 (acetophenone), O.C1(=CC=C(C=C1)S(=O)(=O)O)C (p-toluene sulfonic acid monohydrate), C1=CC=CC=C1 (benzene), 4A. The reactants are NN1C(C2=CC=CC=C2C(=N1)C(F)(F)F)=O (2-amino-4-(trifluoromethyl)phthalazin-1(2H)-one), ClC1=C(C=C(C=C1)CC(=O)Cl)F (2-(4-chloro-3-fluorophenyl)acetyl chloride). The product is ClC1=C(C=C(C=C1)CC(=O)NN1C(C2=CC=CC=C2C(=N1)C(F)(F)F)=O)F (2-(4-chloro-3-fluorophenyl)-N-[1-oxo-4-(trifluoromethyl)phthalazin-2(1H)-yl]acetamide). RXN SMILES: [NH2:1][N:2]1[N:11]=[C:10]([C:12]([F:15])([F:14])[F:13])[C:9]2[C:4](=[CH:5][CH:6]=[CH:7][CH:8]=2)[C:3]1=[O:16].[Cl:17][C:18]1[CH:23]=[CH:22][C:21]([CH2:24][C:25](Cl)=[O:26])=[CH:20][C:19]=1[F:28]>>[Cl:17][C:18]1[CH:23]=[CH:22][C:21]([CH2:24][C:25]([NH:1][N:2]2[N:11]=[C:10]([C:12]([F:15])([F:13])[F:14])[C:9]3[C:4](=[CH:5][CH:6]=[CH:7][CH:8]=3)[C:3]2=[O:16])=[O:26])=[CH:20][C:19]=1[F:28]. Procedure details: The product of Example 11B and 2-(4-chloro-3-fluorophenyl)acetyl chloride were treated using a method similar to that described in Example 1C to give the title compound. 1H NMR (300 MHz, DMSO-d6) δ ppm 11.92-11.95 (bs, 1H), 8.43 (d, J=8.3 Hz, 1H), 8.11-8.17 (m, 1H), 7.99-8.08 (m, 2H), 7.58 (t, J=8.1 Hz, 1H), 7.43 (dd, J=10.5, 1.9 Hz, 1H), 7.25 (dd, J=8.3, 1.9 Hz, 1H), 3.79 (s, 2H); MS (ESI) m/z 400 (M+H)+. Reactants: ClCCCBr, Cc1cc(O)ccc1C=O, CC#N, Cc1cc(OCCCI)ccc1C=O, [K+], [K+], O=C([O-])[O-]. Product: Cc1cc(OCCCCl)ccc1C=O. Reaction SMILES: [Br:15][CH2:16][CH2:17][CH2:18][Cl:19].[CH3:20][c:21]1[cH:22][c:23]([OH:24])[cH:25][cH:26][c:27]1[CH:28]=[O:29].[CH3:36][C:37]#[N:38].[I:1][CH2:2][CH2:3][CH2:4][O:5][c:6]1[cH:7][c:8]([CH3:14])[c:9]([CH:10]=[O:11])[cH:12][cH:13]1.[K+:30].[K+:31].[O-:32][C:33]([O-:34])=[O:35]>>[CH2:2]([CH2:3][CH2:4][O:5][c:6]1[cH:7][c:8]([CH3:14])[c:9]([CH:10]=[O:11])[cH:12][cH:13]1)[Cl:19].